Dataset: the Open Reaction Database (ORD), a public repository of structured organic reaction records. Task: describe an organic reaction: reactants, conditions, products, and yield The reactants are O=C([O-])[O-], CN(C)C=O, O=c1cc(C(F)(F)F)[nH]c(=O)n1-c1cc(Oc2ncccc2[N+](=O)[O-])c(Cl)cc1F, [K+], [K+], NOc1ccc([N+](=O)[O-])cc1[N+](=O)[O-]. Product: Nn1c(C(F)(F)F)cc(=O)n(-c2cc(Oc3ncccc3[N+](=O)[O-])c(Cl)cc2F)c1=O. RXN SMILES: [C:1](=[O:2])([O-:3])[O-:4].[CH3:51][N:52]([CH3:53])[CH:54]=[O:55].[Cl:7][c:8]1[cH:9][c:10]([F:36])[c:11](-[n:24]2[c:25](=[O:35])[nH:26][c:27]([C:31]([F:32])([F:33])[F:34])[cH:28][c:29]2=[O:30])[cH:12][c:13]1[O:14][c:15]1[n:16][cH:17][cH:18][cH:19][c:20]1[N+:21](=[O:22])[O-:23].[K+:5].[K+:6].[N+:37]([c:38]1[cH:39][c:40]([N+:41]([O-:42])=[O:43])[cH:44][cH:45][c:46]1[O:47][NH2:48])([O-:49])=[O:50]>>[Cl:7][c:8]1[cH:9][c:10]([F:36])[c:11](-[n:24]2[c:25](=[O:35])[n:26]([NH2:37])[c:27]([C:31]([F:32])([F:33])[F:34])[cH:28][c:29]2=[O:30])[cH:12][c:13]1[O:14][c:15]1[n:16][cH:17][cH:18][cH:19][c:20]1[N+:21](=[O:22])[O-:23]. Reactants: C1CCOC1, O=C1NC(=O)c2c1cccc2[N+](=O)[O-], CCOC(=O)N=NC(=O)OCC, N#CCc1ccc(CCO)cc1, c1ccc(P(c2ccccc2)c2ccccc2)cc1. RXN SMILES: [CH2:58]1[O:59][CH2:60][CH2:61][CH2:62]1.[N+:13](=[O:14])([O-:15])[c:16]1[c:17]2[c:18]([cH:24][cH:25][cH:26]1)[C:19](=[O:20])[NH:21][C:22]2=[O:23].[O:1]=[C:2]([O:3][CH2:4][CH3:5])[N:6]=[N:7][C:8]([O:9][CH2:10][CH3:11])=[O:12].[OH:27][CH2:28][CH2:29][c:30]1[cH:31][cH:32][c:33]([CH2:36][C:37]#[N:38])[cH:34][cH:35]1.[c:39]1([P:40]([c:41]2[cH:42][cH:43][cH:44][cH:45][cH:46]2)[c:47]2[cH:48][cH:49][cH:50][cH:51][cH:52]2)[cH:53][cH:54][cH:55][cH:56][cH:57]1>>[N+:13](=[O:14])([O-:15])[c:16]1[c:17]2[c:18]([cH:24][cH:25][cH:26]1)[C:19](=[O:20])[N:21]([CH2:28][CH2:29][c:30]1[cH:31][cH:32][c:33]([CH2:36][C:37]#[N:38])[cH:34][cH:35]1)[C:22]2=[O:23]. Yields the product N#CCc1ccc(CCN2C(=O)c3cccc([N+](=O)[O-])c3C2=O)cc1. Starting materials: COC1=CC=C(CN(S(=O)(=O)C=2C=CC3=C(OCCN3C3=C(C(=O)N)C=CC=C3)C2)C=2SC=CN2)C=C1 (2-(7-(N-(4-methoxybenzyl)-N-(thiazol-2-yl)sulfamoyl)-2H-benzo[b][1,4]oxazin-4(3H)-yl)benzamide), C(=O)(C(F)(F)F)O (TFA). Solvent: C(Cl)Cl (DCM). Reaction conditions: time 2 hour. Yields the product S1C(=NC=C1)NS(=O)(=O)C=1C=CC2=C(OCCN2C2=C(C(=O)N)C=CC=C2)C1 (2-(7-(N-(thiazol-2-yl)sulfamoyl)-2H-benzo[b][1,4]oxazin-4(3H)-yl)benzamide). Yield: 3.4%. Reaction SMILES: COC1C=CC(C[N:8]([C:31]2[S:32][CH:33]=[CH:34][N:35]=2)[S:9]([C:12]2[CH:13]=[CH:14][C:15]3[N:20]([C:21]4[CH:29]=[CH:28][CH:27]=[CH:26][C:22]=4[C:23]([NH2:25])=[O:24])[CH2:19][CH2:18][O:17][C:16]=3[CH:30]=2)(=[O:11])=[O:10])=CC=1.C(O)(C(F)(F)F)=O>C(Cl)Cl>[S:32]1[CH:33]=[CH:34][N:35]=[C:31]1[NH:8][S:9]([C:12]1[CH:13]=[CH:14][C:15]2[N:20]([C:21]3[CH:29]=[CH:28][CH:27]=[CH:26][C:22]=3[C:23]([NH2:25])=[O:24])[CH2:19][CH2:18][O:17][C:16]=2[CH:30]=1)(=[O:10])=[O:11]. Procedure details: To a solution of 2-(7-(N-(4-methoxybenzyl)-N-(thiazol-2-yl)sulfamoyl)-2H-benzo[b][1,4]oxazin-4(3H)-yl)benzamide (800 mg, 1.48 mmol) in DCM (15 mL) was added TFA (1.6 mL, Spectrochem) at 0° C. The reaction mixture was stirred at ambient temperature for 2 h. After completion, the reaction mixture was quenched with saturated aqueous sodium bicarbonate solution (20 mL) and extracted with DCM (2×15 mL). The combined organic layers were dried over sodium sulfate and concentrated under reduced pressure... Reactants: ClC=1N=C2C(=C(C=NC2=CC1)C(C)=O)NC1CCC(CC1)CN1CCOCC1 (1-(6-chloro-4-{[4-(morpholinomethyl)cyclohexyl]-amino}-1,5-naphthyridin-3-yl)ethanone), ClC1=C(C(=CC(=C1)B1OC(C(O1)(C)C)(C)C)Cl)O (2,6-dichloro-4-(4,4,5,5-tetramethyl-1,3,2-dioxaborolan-2-yl)phenol). Product: ClC=1C=C(C=C(C1O)Cl)C=1N=C2C(=C(C=NC2=CC1)C(C)=O)N[C@@H]1CC[C@H](CC1)CN1CCOCC1 (1-[6-(3,5-Dichloro-4-hydroxyphenyl)-4-{[trans-4-(morpholinomethyl)cyclohexyl]amino}-1,5-naphthyridin-3-yl]ethanone). Isolated yield 53.1%. Reaction SMILES: Cl[C:2]1[N:3]=[C:4]2[C:9](=[CH:10][CH:11]=1)[N:8]=[CH:7][C:6]([C:12](=[O:14])[CH3:13])=[C:5]2[NH:15][CH:16]1[CH2:21][CH2:20][CH:19]([CH2:22][N:23]2[CH2:28][CH2:27][O:26][CH2:25][CH2:24]2)[CH2:18][CH2:17]1.[Cl:29][C:30]1[CH:35]=[C:34](B2OC(C)(C)C(C)(C)O2)[CH:33]=[C:32]([Cl:45])[C:31]=1[OH:46]>>[Cl:29][C:30]1[CH:35]=[C:34]([C:2]2[N:3]=[C:4]3[C:9](=[CH:10][CH:11]=2)[N:8]=[CH:7][C:6]([C:12](=[O:14])[CH3:13])=[C:5]3[NH:15][C@H:16]2[CH2:17][CH2:18][C@H:19]([CH2:22][N:23]3[CH2:24][CH2:25][O:26][CH2:27][CH2:28]3)[CH2:20][CH2:21]2)[CH:33]=[C:32]([Cl:45])[C:31]=1[OH:46]. Procedure details: Following general procedure II, 1-(6-chloro-4-{[4-(morpholinomethyl)cyclohexyl]-amino}-1,5-naphthyridin-3-yl)ethanone (85 mg, 0.21 mmol) was reacted with 2,6-dichloro-4-(4,4,5,5-tetramethyl-1,3,2-dioxaborolan-2-yl)phenol (91 mg, 0.31 mmol) to afford the desired product (59 mg, 53%) as an orange solid: 1H NMR (500 MHz, CDCl3) δ 11.18-11.16 (m, 1H), 8.95 (s, 1H), 8.21 (d, J=8.8 Hz, 1H), 7.99 (s, 2H), 7.94 (d, J=8.8 Hz, 1H), 5.51-5.42 (m, 1H), 3.71 (t, J=4.7 Hz, 4H), 2.70 (s, 3H), 2.41-2.43 (m, 4H)... The reactants are CC1(C)C(=O)N(Br)C(=O)N1Br, Nc1ncnn2ccc(-c3ccc4cn(Cc5ccccc5)nc4c3)c12, C1CCOC1, [Na+], [Na+], O=S([O-])[O-]. The product is Nc1ncnn2c(Br)cc(-c3ccc4cn(Cc5ccccc5)nc4c3)c12. As a reaction SMILES: [Br:27][N:28]1[C:29]([CH3:30])([CH3:31])[C:32](=[O:33])[N:34]([Br:35])[C:36]1=[O:37].[CH2:1]([c:2]1[cH:3][cH:4][cH:5][cH:6][cH:7]1)[n:8]1[n:9][c:10]2[cH:11][c:12](-[c:17]3[cH:18][cH:19][n:20]4[n:21][cH:22][n:23][c:24]([NH2:26])[c:25]34)[cH:13][cH:14][c:15]2[cH:16]1.[CH2:44]1[O:45][CH2:46][CH2:47][CH2:48]1.[Na+:42].[Na+:43].[S:38]([O-:39])([O-:40])=[O:41]>>[CH2:1]([c:2]1[cH:3][cH:4][cH:5][cH:6][cH:7]1)[n:8]1[n:9][c:10]2[cH:11][c:12](-[c:17]3[cH:18][c:19]([Br:27])[n:20]4[n:21][cH:22][n:23][c:24]([NH2:26])[c:25]34)[cH:13][cH:14][c:15]2[cH:16]1. Reactants: C(C)OC(C(CN(C1=CC=CC=C1)C1=NC(=NC=C1[N+](=O)[O-])Cl)C)=O ((rac)-3-[(2-chloro-5-nitro-pyrimidin-4-yl)-phenyl-amino]-2-methyl-propanoic acid ethyl ester). Reagents/catalysts: [Pd] (palladium on carbon). Solvent: C(C)(=O)OCC (ethyl acetate). Yields the product ClC=1N=CC2=C(N(CC(C(N2)=O)C)C2=CC=CC=C2)N1 ((rac)-2-chloro-7-methyl-9-phenyl-5,7,8,9-tetrahydro-pyrimido[4,5-b][1,4]diazepin-6-one). The yield is 3.8%. RXN SMILES: C([O:3][C:4](=O)[CH:5]([CH3:24])[CH2:6][N:7]([C:14]1[C:19]([N+:20]([O-])=O)=[CH:18][N:17]=[C:16]([Cl:23])[N:15]=1)[C:8]1[CH:13]=[CH:12][CH:11]=[CH:10][CH:9]=1)C>[Pd].C(OCC)(=O)C>[Cl:23][C:16]1[N:17]=[CH:18][C:19]2[NH:20][C:4](=[O:3])[CH:5]([CH3:24])[CH2:6][N:7]([C:8]3[CH:13]=[CH:12][CH:11]=[CH:10][CH:9]=3)[C:14]=2[N:15]=1. Reported procedure: A solution of 1.44 g (0.00395 mole) of (rac)-3-[(2-chloro-5-nitro-pyrimidin-4-yl)-phenyl-amino]-2-methyl-propanoic acid ethyl ester (IV-51), 0.35 g of 10% palladium on carbon and 30 mL of ethyl acetate was stirred under an atmosphere of hydrogen for 1 day. The mixture was filtered, and then concentrated under reduced pressure. The residue was dissolved in 10 mL of a 20:80 mixture acetic acid—ethyl acetate and heated to reflux for 18 hours. The mixture was then cooled, concentrated under reduced ... The reactants are BrCC(=O)C1=CC2(C3=CC=CC=C13)CCCC2 (3'-Bromoacetylspiro(cyclopentane-1,1'-indene)), [BH4-].[Na+] (sodium borohydride). The solvent is O (water), C(C)O (ethanol). Product: BrCC(O)C1=CC2(C3=CC=CC=C13)CCCC2 (2-bromo-1-[spiro(cyclopentane-1,1'-indene)-3'-yl]ethanol). RXN SMILES: [Br:1][CH2:2][C:3]([C:5]1[C:13]2[C:8](=[CH:9][CH:10]=[CH:11][CH:12]=2)[C:7]2([CH2:17][CH2:16][CH2:15][CH2:14]2)[CH:6]=1)=[O:4].[BH4-].[Na+]>C(O)C.O>[Br:1][CH2:2][CH:3]([C:5]1[C:13]2[C:8](=[CH:9][CH:10]=[CH:11][CH:12]=2)[C:7]2([CH2:17][CH2:16][CH2:15][CH2:14]2)[CH:6]=1)[OH:4] |f:1.2|. Reported procedure: 3'-Bromoacetylspiro(cyclopentane-1,1'-indene) (7.5 g) in ethanol (150 ml) is stirred at about 20° C. with sodium borohydride (3.0 g) for 15 minutes. The solution is diluted with water and extracted three times with diethyl ether. The extracts are dried and the solvent removed, giving crude 2-bromo-1-[spiro(cyclopentane-1,1'-indene)-3'-yl]ethanol. This bromohydrine is dissolved in dioxane (75 ml) and dimethylamine (10 g) is added. The solution is heated in an autoclave at 90° C. for 2 hours. Evap...